This data is from the Open Reaction Database (ORD), a public repository of structured organic reaction records. The task is: describe an organic reaction: reactants, conditions, products, and yield Starting materials: BrC1=CC=C(C=C1)S(=O)(=O)CC=1N=C(OC1C)C1=CC=C(C(=O)NCC=2C=NC=CC2)C=C1 (4-(4-{[(4-Bromophenyl)sulfonyl]methyl}-5-methyl-1,3-oxazol-2-yl)-N-(3-pyridinylmethyl)benzamide), ClC(=O)OCC1=CC=CC=C1 (Benzyl chloroformate), BrC1=CC=C(C=C1)S(=O)(=O)CC=1N=C(OC1C)C1=CC=C(C(=O)O)C=C1 (4-(4-{[(4-Bromophenyl)sulfonyl]methyl}-5-methyl-1,3-oxazol-2-yl)benzoic Acid), [OH-].[Na+] (NaOH), [OH-].[Na+] (NaOH). Solvent: C1CCOC1 (THF). Reaction conditions: temperature 20 celsius, time 16 hour. Yields the product ClCC=1N=C(OC1C)C1=CC=C(C(=O)OC)C=C1 (Methyl 4-[4-(Chloromethyl)-5-methyl-1,3-oxazol-2-yl]benzoate). Yield: 87.0%. As a reaction SMILES: BrC1C=CC(S(CC2N=[C:14]([C:18]3[CH:33]=[CH:32][C:21]([C:22]([NH:24][CH2:25][C:26]4[CH:27]=NC=CC=4)=O)=[CH:20][CH:19]=3)[O:15][C:16]=2C)(=O)=O)=CC=1.[Cl:34][C:35](OCC1C=CC=CC=1)=O.BrC1C=CC(S(CC2N=C(C3C=CC(C(O)=O)=CC=3)OC=2C)(=O)=[O:53])=CC=1.[OH-:71].[Na+]>C1COCC1>[Cl:34][CH2:35][C:25]1[N:24]=[C:22]([C:21]2[CH:20]=[CH:19][C:18]([C:14]([O:15][CH3:16])=[O:53])=[CH:33][CH:32]=2)[O:71][C:26]=1[CH3:27] |f:3.4|. Procedure details: 4-(Benzyloxycarbonylamino)methyl)benzoic acid (30). Benzyl chloroformate (10.3 mL, 72.7 mmol) and 2 M NaOH solution (33 mL, 66 mmol) were simultaneously added dropwise to a stirred solution of 4-aminomethylbenzoic acid (29) (10.0 g, 66.2 mmol) in 2 M NaOH solution (33 mL) and THF (30 mL) at 0° C. The mixture was stirred at 20° C. for 16 h, then the organic solvent was evaporated and the residue acidified with 2 M HCl until the pH of the mixture was 2-3. The precipitate was filtered, washed with ... The reactants are C, c1ccc(Cn2nncc2NC2CCOCC2)cc1, CC(=O)O, CO, O=C[O-], [NH4+], [Pd]. Product: c1nn[nH]c1NC1CCOCC1. As a reaction SMILES: [C:28].[CH2:1]([c:2]1[cH:3][cH:4][cH:5][cH:6][cH:7]1)[n:8]1[n:9][n:10][cH:11][c:12]1[NH:13][CH:14]1[CH2:15][CH2:16][O:17][CH2:18][CH2:19]1.[CH3:24][C:25](=[O:26])[OH:27].[CH3:30][OH:31].[CH:20]([O-:21])=[O:22].[NH4+:23].[Pd:29]>>[nH:8]1[n:9][n:10][cH:11][c:12]1[NH:13][CH:14]1[CH2:15][CH2:16][O:17][CH2:18][CH2:19]1. Starting materials: ClC1=NC(=C2N=C(N(C2=N1)C)C=C1CCN(CC1)C(=O)OC(C)(C)C)N1CCOCC1 (tert-butyl 4-((2-chloro-9-methyl-6-morpholino-9H-purin-8-yl)methylene)piperidine-1-carboxylate), CC=1NC2=C(N1)C=CC=C2 (2-methylbenzimidazole), CC(C)C1=CC(=C(C(=C1)C(C)C)C2=C(C=CC=C2)P(C3CCCCC3)C4CCCCC4)C(C)C (Xphos), C([O-])([O-])=O.[Cs+].[Cs+] (cesium carbonate). Reagents/catalysts: C=1C=CC(=CC1)/C=C/C(=O)/C=C/C2=CC=CC=C2.C=1C=CC(=CC1)/C=C/C(=O)/C=C/C2=CC=CC=C2.C=1C=CC(=CC1)/C=C/C(=O)/C=C/C2=CC=CC=C2.[Pd].[Pd] (Pd2(dba)3). Run in CN(C)C=O (DMF). Reaction conditions: temperature 140 celsius. Yields the product CN1C2=NC(=NC(=C2N=C1C=C1CCN(CC1)C(=O)OC(C)(C)C)N1CCOCC1)N1C(=NC2=C1C=CC=C2)C (tert-butyl 4-((9-methyl-2-(2-methyl-1H-benzo[d]imidazol-1-yl)-6-morpholino-9H-purin-8-yl)methylene)piperidine-1-carboxylate). Yield: 85.8%. Reaction SMILES: Cl[C:2]1[N:10]=[C:9]2[C:5]([N:6]=[C:7]([CH:12]=[C:13]3[CH2:18][CH2:17][N:16]([C:19]([O:21][C:22]([CH3:25])([CH3:24])[CH3:23])=[O:20])[CH2:15][CH2:14]3)[N:8]2[CH3:11])=[C:4]([N:26]2[CH2:31][CH2:30][O:29][CH2:28][CH2:27]2)[N:3]=1.[CH3:32][C:33]1[NH:34][C:35]2[CH:41]=[CH:40][CH:39]=[CH:38][C:36]=2[N:37]=1.CC(C1C=C(C(C)C)C(C2C=CC=CC=2P(C2CCCCC2)C2CCCCC2)=C(C(C)C)C=1)C.C(=O)([O-])[O-].[Cs+].[Cs+]>CN(C=O)C.C1C=CC(/C=C/C(/C=C/C2C=CC=CC=2)=O)=CC=1.C1C=CC(/C=C/C(/C=C/C2C=CC=CC=2)=O)=CC=1.C1C=CC(/C=C/C(/C=C/C2C=CC=CC=2)=O)=CC=1.[Pd].[Pd]>[CH3:11][N:8]1[C:7]([CH:12]=[C:13]2[CH2:14][CH2:15][N:16]([C:19]([O:21][C:22]([CH3:24])([CH3:23])[CH3:25])=[O:20])[CH2:17][CH2:18]2)=[N:6][C:5]2[C:9]1=[N:10][C:2]([N:34]1[C:35]3[CH:41]=[CH:40][CH:39]=[CH:38][C:36]=3[N:37]=[C:33]1[CH3:32])=[N:3][C:4]=2[N:26]1[CH2:27][CH2:28][O:29][CH2:30][CH2:31]1 |f:3.4.5,7.8.9.10.11|. Procedure details: A mixture of tert-butyl 4-((2-chloro-9-methyl-6-morpholino-9H-purin-8-yl)methylene)piperidine-1-carboxylate (0.375 g, 0.835 mmol), 2-methylbenzimidazole (0.132 g, 1.0 mmol), Xphos (0.040 g, 0.084 mmol), Pd2(dba)3 (0.040 g, 0.042 mmol) and cesium carbonate (0.54 g, 1.67 mmol) in DMF (3.5 mL) was heated in a Biotage microwave at 140° C. for 30 minutes. The reaction mixture was then filtered through paper and then partitioned between brine and EtOAc. The combined extracts were washed with brine, dr... Reactants: [O-]C#N.[Na+] (sodium cyanate), N1=CC=CC=C1 (pyridine), Cl (hydrogen chloride), monochloride, CC(=C)C1=CC=CC=C1 (α-methylstyrene), N(=C=O)C(C)(C)C1=CC2=CC=C(C=C2C=C1)C(C)(N=C=O)C (2,6-bis(1-isocyanato-1-methylethyl)naphthalene). Reagents/catalysts: [Cl-].[Zn+2].[Cl-] (zinc chloride). The solvent is C(Cl)Cl (methylene dichloride), O (H2O), C(Cl)Cl (methylene dichloride), C(Cl)Cl (methylene dichloride). Run at temperature 4 celsius. Yields the product CC(C1=CC=CC=C1)(C)Cl (α,α-Dimethylbenzylchloride). RXN SMILES: [ClH:1].[CH3:2][C:3]([C:5]1[CH:10]=[CH:9][CH:8]=[CH:7][CH:6]=1)=[CH2:4].N(C(C1C=CC2C(=CC=C(C(C)(N=C=O)C)C=2)C=1)(C)C)=C=O.[O-]C#N.[Na+].N1C=CC=CC=1>C(Cl)Cl.[Cl-].[Zn+2].[Cl-].O>[CH3:4][C:3]([Cl:1])([CH3:2])[C:5]1[CH:10]=[CH:9][CH:8]=[CH:7][CH:6]=1 |f:3.4,7.8.9|. Reported procedure: α,α-Dimethylbenzylchloride was prepared by passing a stream of dry hydrogen chloride gas through a solution of methylene dichloride (750 ml.) and α-methylstyrene (500 g, 4.2 moles) at 4° C. The reaction and work-up were employed for the paration of 2,6-bis(1-isocyanato-1-methylethyl)naphthalene described in Example 4. The resulting monochloride was dissolved in 750 ml. methylene dichloride and was added to a cooled (4° C.) catalyst solution previously prepared from anhydrous, 90% sodium cyanate ... Reactants: FC=1C=C(C=C2C(=CC(NC12)=O)Cl)NN (8-fluoro-6-hydrazino-4-chloroquinolin-2(1H)-one), FC(C(=O)O)(F)F (trifluoroacetic acid), compound 151. Product: ClC1=CC(NC2=C(C=C3C(=C12)C(C(N3CC(F)(F)F)C)C)F)=O ((±)-9-Chloro-1,2-dimethyl-5-fluoro-3-(2,2,2-trifluoro-ethyl)-1,2,3,6-tetrahydro-pyrrolo[3,2-f]quinolin-7-one). RXN SMILES: [F:1][C:2]1[CH:3]=[C:4]([NH:14]N)[CH:5]=[C:6]2[C:11]=1[NH:10][C:9](=[O:12])[CH:8]=[C:7]2[Cl:13].[F:16][C:17]([F:22])([F:21])[C:18](O)=O>>[Cl:13][C:7]1[C:6]2[C:11](=[C:2]([F:1])[CH:3]=[C:4]3[N:14]([CH2:18][C:17]([F:22])([F:21])[F:16])[CH:11]([CH3:6])[CH:2]([CH3:3])[C:5]3=2)[NH:10][C:9](=[O:12])[CH:8]=1. Procedure details: This compound was prepared using the method described in Example 23 from 8-fluoro-6-hydrazino-4-chloroquinolin-2(1H)-one and trifluoroacetic acid. Spectral data for compound 151: 1H NMR (500 MHz, acetone-d6) δ 10.36 (s, 1H), 7.06 (d, J=11.5 Hz, 1H), 6.78 (s, 1H), 4.11 (qn, J=6.8 Hz, 1H), 4.08 (dq, J=16.4, 9.9 Hz, 1H), 3.93 (dq, J=16.4, 9.2 Hz, 1H), 3.86 (qn, J=6.6 Hz, 1H), 1.45 (d, J=6.6 Hz, 3H), 1.17 (d, J=6.8 Hz, 3H). Starting materials: [OH-].[Na+] (sodium hydroxide), C(C=1C(N)=CC=CC1)(=O)O (anthranilic acid), CC(=C)C1=CC=CC=C1 (α-methylstyrene), Cl (hydrochloric acid). Reagents/catalysts: [Cl-].[Zn+2].[Cl-] (zinc chloride). Solvent: O (water). Reaction conditions: temperature 120 celsius. The product is NC1=C(C(=O)O)C=C(C=C1)C(C)(C)C1=CC=CC=C1 (2-Amino-5-α-cumylbenzoic Acid). RXN SMILES: [C:1]([OH:10])(=[O:9])[C:2]1[C:3](=[CH:5][CH:6]=[CH:7][CH:8]=1)[NH2:4].[CH3:11][C:12]([C:14]1[CH:19]=[CH:18][CH:17]=[CH:16][CH:15]=1)=[CH2:13].Cl.[OH-].[Na+]>O.[Cl-].[Zn+2].[Cl-]>[NH2:4][C:3]1[CH:5]=[CH:6][C:7]([C:12]([C:14]2[CH:19]=[CH:18][CH:17]=[CH:16][CH:15]=2)([CH3:13])[CH3:11])=[CH:8][C:2]=1[C:1]([OH:10])=[O:9] |f:3.4,6.7.8|. Procedure: A mixture of anthranilic acid (82 g, 0.6 mol), α-methylstyrene (168 mL, 1,28 mol), zinc chloride (82 g, 0.6 mol) and concentrated hydrochloric acid (100 mL) is heated to 120° C. for four hours. The mixture is cooled and diluted with water (100 mL). The pH is adjusted to approximately 4 using 50% sodium hydroxide. The resulting solids are collected, washed with water and then partitioned between methylene chloride and water. The pH is adjusted to 5–6 with dilute hydrochloric acid giving two clear... Starting materials: CCCCc1nc(CO)c(C(=O)O)n1Cc1ccc(-c2ccccc2C(=O)OC(C)(C)C)cc1, C1CCOC1, O=C1CCC(=O)N1O. Product: CCCCc1nc(CO)c(C(=O)ON2C(=O)CCC2=O)n1Cc1ccc(-c2ccccc2C(=O)OC(C)(C)C)cc1. RXN SMILES: [C:1]([CH3:2])([CH3:3])([CH3:4])[O:5][C:6](=[O:7])[c:8]1[c:9](-[c:14]2[cH:15][cH:16][c:17]([CH2:20][n:21]3[c:22]([CH2:31][CH2:32][CH2:33][CH3:34])[n:23][c:24]([CH2:29][OH:30])[c:25]3[C:26](=[O:27])[OH:28])[cH:18][cH:19]2)[cH:10][cH:11][cH:12][cH:13]1.[O:43]1[CH2:44][CH2:45][CH2:46][CH2:47]1.[OH:35][N:36]1[C:37](=[O:42])[CH2:38][CH2:39][C:40]1=[O:41]>>[C:1]([CH3:2])([CH3:3])([CH3:4])[O:5][C:6](=[O:7])[c:8]1[c:9](-[c:14]2[cH:15][cH:16][c:17]([CH2:20][n:21]3[c:22]([CH2:31][CH2:32][CH2:33][CH3:34])[n:23][c:24]([CH2:29][OH:30])[c:25]3[C:26](=[O:27])[O:28][N:36]3[C:37](=[O:42])[CH2:38][CH2:39][C:40]3=[O:41])[cH:18][cH:19]2)[cH:10][cH:11][cH:12][cH:13]1.